describe an organic reaction: reactants, conditions, products, and yield From a dataset of the Open Reaction Database (ORD), a public repository of structured organic reaction records. The reactants are O=C(O)c1ccc(C(=O)c2ccc(C(F)(F)F)cc2)cc1, C1COCCO1, O=S(Cl)Cl. Reaction SMILES: [F:1][C:2]([c:3]1[cH:4][cH:5][c:6]([C:9](=[O:10])[c:11]2[cH:12][cH:13][c:14]([C:15](=[O:16])[OH:17])[cH:18][cH:19]2)[cH:7][cH:8]1)([F:20])[F:21].[O:26]1[CH2:27][CH2:28][O:29][CH2:30][CH2:31]1.[S:22]([Cl:23])([Cl:24])=[O:25]>>[F:1][C:2]([c:3]1[cH:4][cH:5][c:6]([C:9](=[O:10])[c:11]2[cH:12][cH:13][c:14]([C:15](=[O:16])[Cl:24])[cH:18][cH:19]2)[cH:7][cH:8]1)([F:20])[F:21]. Product: O=C(Cl)c1ccc(C(=O)c2ccc(C(F)(F)F)cc2)cc1. Reactants: C(CC1=CC=CC=C1)C(C(=O)OCC)C(=O)OCC (diethyl phenethylmalonate), [OH-].[K+] (KOH). The solvent is C(C)O (ethanol). Run at time 15 hour. Yields the product C=C(C(=O)OCC)CCC1=CC=CC=C1 (Ethyl 2-methylene-4-phenylbutyrate). RXN SMILES: [CH2:1]([CH:9]([C:15](OCC)=O)[C:10]([O:12][CH2:13][CH3:14])=[O:11])[CH2:2][C:3]1[CH:8]=[CH:7][CH:6]=[CH:5][CH:4]=1.[OH-].[K+]>C(O)C>[CH2:15]=[C:9]([CH2:1][CH2:2][C:3]1[CH:4]=[CH:5][CH:6]=[CH:7][CH:8]=1)[C:10]([O:12][CH2:13][CH3:14])=[O:11] |f:1.2|. Procedure: 26.6 g (0.1 mole) of diethyl phenethylmalonate were added dropwise in the course of an hour, with stirring, to 5.6 g of KOH in 65 ml of absolute ethanol, the mixture was stirred at room temperature for 15 hours and then boiled for 5 minutes. The ethanol was removed in vacuo, ice-water was added and the mixture was extracted with ether. The aqueous phase was acidified with 2N hydrochloric acid and extracted with ether. The second extract was dried and evaporated and then neutralized with 8.8 ml o... The product is COC1=C(CBr)C(=C(C(=C1C)C)OC)C (2,5-dimethoxy-3,4,6-trimethylbenzyl bromide). The yield is 119.9%. Starting materials: COC1=C(CO)C(=C(C(=C1C)C)OC)C (2,5-dimethoxy-3,4,6-trimethylbenzylalcohol), P(Br)(Br)Br (phosphorus tribromide). Run in O (water), O1CCCC1 (tetrahydrofuran). RXN SMILES: [CH3:1][O:2][C:3]1[C:10]([CH3:11])=[C:9]([CH3:12])[C:8]([O:13][CH3:14])=[C:7]([CH3:15])[C:4]=1[CH2:5]O.P(Br)(Br)[Br:17]>O1CCCC1.O>[CH3:1][O:2][C:3]1[C:10]([CH3:11])=[C:9]([CH3:12])[C:8]([O:13][CH3:14])=[C:7]([CH3:15])[C:4]=1[CH2:5][Br:17]. Procedure details: A solution of 16.5 g (78.5 mmol) of 2,5-dimethoxy-3,4,6-trimethylbenzylalcohol in 90 ml of tetrahydrofuran was cooled to 0° C., to which 14.2 g (52.5 mmol) of phosphorus tribromide was added with stirring. After stirring at the same temperature for 30 minutes, the reaction mixture was diluted with water and extracted with isopropyl ether. The extract was washed with a saturated aqueous solution of sodium hydrogen carbonate and dried, from which the solvent was evaporated off. The residue was cry... Starting materials: CC1=NOC(=N1)C1=C(N=C(S1)N)C1=CC=CC=C1 (5-(3-methyl-[1,2,4]oxadiazol-5-yl)-4-phenyl-thiazol-2-ylamine), C(C)(=O)Cl (acetyl chloride). The product is CC1=NOC(=N1)C1=C(N=C(S1)NC(C)=O)C1=CC=CC=C1 (N-[5-(3-Methyl-[1,2,4]oxadiazol-5-yl)-4-phenyl-thiazol-2-yl]-acetamide). As a reaction SMILES: [CH3:1][C:2]1[N:6]=[C:5]([C:7]2[S:11][C:10]([NH2:12])=[N:9][C:8]=2[C:13]2[CH:18]=[CH:17][CH:16]=[CH:15][CH:14]=2)[O:4][N:3]=1.[C:19](Cl)(=[O:21])[CH3:20]>>[CH3:1][C:2]1[N:6]=[C:5]([C:7]2[S:11][C:10]([NH:12][C:19](=[O:21])[CH3:20])=[N:9][C:8]=2[C:13]2[CH:14]=[CH:15][CH:16]=[CH:17][CH:18]=2)[O:4][N:3]=1. Reported procedure: Prepared from 5-(3-methyl-[1,2,4]oxadiazol-5-yl)-4-phenyl-thiazol-2-ylamine and acetyl chloride.